describe an organic reaction: reactants, conditions, products, and yield From a dataset of the Open Reaction Database (ORD), a public repository of structured organic reaction records. Starting materials: OC=1C=CC2=C(SC(=C2C(=O)C2=CC(=C(C=C2)CN2CCCC2)Br)C2=CC=C(C=C2)OCCN2CCCC2)C1 (3-Bromo-4-[(1-pyrrolidinyl)methyl]phenyl 6-hydroxy-2-[4-[2-(1-pyrrolidinyl)ethoxy]phenyl]benzo[b]thiophen-3-yl ketone), C(C(=O)O)(=O)O (Oxalic acid). The solvent is C(C)(=O)OCC (ethyl acetate), CCOC(=O)C (EtOAc). Product: C(C(=O)O)(=O)O.C(C(=O)O)(=O)O.OC=1C=CC2=C(SC(=C2C(=O)C2=CC(=C(C=C2)CN2CCCC2)Br)C2=CC=C(C=C2)OCCN2CCCC2)C1 (3-Bromo-4-[(1-pyrrolidinyl)methyl]phenyl 6-Hydroxy-2-[4-[2-(1-pyrrolidinyl)ethoxy]phenyl]benzo[b]thiophen-3-yl Ketone Dioxalate). As a reaction SMILES: [OH:1][C:2]1[CH:3]=[CH:4][C:5]2[C:9]([C:10]([C:12]3[CH:17]=[CH:16][C:15]([CH2:18][N:19]4[CH2:23][CH2:22][CH2:21][CH2:20]4)=[C:14]([Br:24])[CH:13]=3)=[O:11])=[C:8]([C:25]3[CH:30]=[CH:29][C:28]([O:31][CH2:32][CH2:33][N:34]4[CH2:38][CH2:37][CH2:36][CH2:35]4)=[CH:27][CH:26]=3)[S:7][C:6]=2[CH:39]=1.[C:40]([OH:45])(=[O:44])[C:41]([OH:43])=[O:42]>C(OCC)(=O)C>[C:40]([OH:45])(=[O:44])[C:41]([OH:43])=[O:42].[C:40]([OH:45])(=[O:44])[C:41]([OH:43])=[O:42].[OH:1][C:2]1[CH:3]=[CH:4][C:5]2[C:9]([C:10]([C:12]3[CH:17]=[CH:16][C:15]([CH2:18][N:19]4[CH2:23][CH2:22][CH2:21][CH2:20]4)=[C:14]([Br:24])[CH:13]=3)=[O:11])=[C:8]([C:25]3[CH:30]=[CH:29][C:28]([O:31][CH2:32][CH2:33][N:34]4[CH2:38][CH2:37][CH2:36][CH2:35]4)=[CH:27][CH:26]=3)[S:7][C:6]=2[CH:39]=1 |f:3.4.5|. Procedure: 4-[3-Bromo-4-[(1-pyrrolidinyl)methyl]phenyl 6-hydroxy-2-[4-[2-(1-pyrrolidinyl)ethoxy]phenyl]benzo[b]thiophen-3-yl ketone (Part E) (19 mg; 31 μmol), was dissolved in 3 mL of ethyl acetate. Oxalic acid (7 mg; 79 μmol) in 1 mL of EtOAc was added. The resultant slurry was subjected to centrifugation and the supernatant was decanted. Fresh EtOAc (4 mL) was added and the process was repeated two more times. The solid product was dried in vacuo overnight. The reactants are C(C=C)OC(=O)O[C@H](C)[C@@H]1[C@@H]2N(C(=C([C@@H]2C)CO)C(=O)OCC=C)C1=O (allyl (1S,5R,6S)-6-[(1R)-1-allyloxycarbonyloxyethyl]-2-hydroxymethyl-1-methyl-1-carbapen-2-em-3-carboxylate), OCC=1N=CN2C1SC=C2 (7-hydroxymethylimidazo[5,1-b]thiazole). Yields the product O[C@H](C)[C@@H]1[C@@H]2N(C(=C([C@@H]2C)CN2C=[N+]3C(SC=C3)=C2CO)C(=O)[O-])C1=O ((1S,5R,6S)-6-[(1R)-1-hydroxyethyl]-2-(7-hydroxymethylimidazo[5,1-b]thiazolium-6-yl)methyl-1-methyl-1-carbapen-2-em-3-carboxylate). The yield is 0.9%. RXN SMILES: C(OC([O:7][C@@H:8]([C@H:10]1[C:25](=[O:26])[N:12]2[C:13]([C:19]([O:21]CC=C)=[O:20])=[C:14]([CH2:17]O)[C@H:15]([CH3:16])[C@H:11]12)[CH3:9])=O)C=C.[OH:27][CH2:28][C:29]1[N:30]=[CH:31][N:32]2[CH:36]=[CH:35][S:34][C:33]=12>>[OH:7][C@@H:8]([C@H:10]1[C:25](=[O:26])[N:12]2[C:13]([C:19]([O-:21])=[O:20])=[C:14]([CH2:17][N:30]3[C:29]([CH2:28][OH:27])=[C:33]4[S:34][CH:35]=[CH:36][N+:32]4=[CH:31]3)[C@H:15]([CH3:16])[C@H:11]12)[CH3:9]. Procedure details: The same procedure as in Example 1 was repeated except that 149 mg of allyl (1S,5R,6S)-6-[(1R)-1-allyloxycarbonyloxyethyl]-2-hydroxymethyl-1-methyl-1-carbapen-2-em-3-carboxylate and 201 mg of 7-hydroxymethylimidazo[5,1-b]thiazole were used, thereby obtaining 1.4 mg of the title compound. Reactants: CN(C)C=O, Cc1nc(-c2ccccc2)sc1C(=O)O, CC(CCCCOS(C)(=O)=O)=C(F)F, [Na+], O, O=C([O-])O. Yields the product CC(CCCCOC(=O)c1sc(-c2ccccc2)nc1C)=C(F)F. Reaction SMILES: [CH3:1][N:2]([CH3:3])[CH:4]=[O:5].[CH3:20][c:21]1[n:22][c:23](-[c:29]2[cH:30][cH:31][cH:32][cH:33][cH:34]2)[s:24][c:25]1[C:26](=[O:27])[OH:28].[CH3:6][S:7](=[O:8])(=[O:9])[O:10][CH2:11][CH2:12][CH2:13][CH2:14][C:15](=[C:16]([F:17])[F:18])[CH3:19].[Na+:35].[OH2:40].[OH:36][C:37](=[O:38])[O-:39]>>[O:10]([CH2:11][CH2:12][CH2:13][CH2:14][C:15](=[C:16]([F:17])[F:18])[CH3:19])[C:26]([c:25]1[c:21]([CH3:20])[n:22][c:23](-[c:29]2[cH:30][cH:31][cH:32][cH:33][cH:34]2)[s:24]1)=[O:27]. The reactants are P(OC(COCCCCCCCCCCCCCCCC)COC(C1=CC=CC=C1)(C1=CC=CC=C1)C1=CC=C(C=C1)OC)(OC)(OCCCCC)=O (phosphoric acid, 2-(hexadecyloxy)-1-[[(4-methoxyphenyl)-diphenylmethoxy]methyl]ethyl methyl pentyl ester). Run in CO (methyl alcohol), C(Cl)(Cl)Cl (chloroform). Conditions: time 2 hour. Yields the product P(OC(COCCCCCCCCCCCCCCCC)CO)(OC)(OCCCCC)=O (Phosphoric acid, 2-(hexadecyloxy)-1-(hydroxymethyl)-ethyl methyl pentyl ester). Yield: 152.0%. RXN SMILES: [P:1](=[O:53])([O:47][CH2:48][CH2:49][CH2:50][CH2:51][CH3:52])([O:45][CH3:46])[O:2][CH:3]([CH2:22][O:23]C(C1C=CC(OC)=CC=1)(C1C=CC=CC=1)C1C=CC=CC=1)[CH2:4][O:5][CH2:6][CH2:7][CH2:8][CH2:9][CH2:10][CH2:11][CH2:12][CH2:13][CH2:14][CH2:15][CH2:16][CH2:17][CH2:18][CH2:19][CH2:20][CH3:21]>CO.C(Cl)(Cl)Cl>[P:1](=[O:53])([O:47][CH2:48][CH2:49][CH2:50][CH2:51][CH3:52])([O:45][CH3:46])[O:2][CH:3]([CH2:22][OH:23])[CH2:4][O:5][CH2:6][CH2:7][CH2:8][CH2:9][CH2:10][CH2:11][CH2:12][CH2:13][CH2:14][CH2:15][CH2:16][CH2:17][CH2:18][CH2:19][CH2:20][CH3:21]. Reported procedure: A solution of 10 g of phosphoric acid, 2-(hexadecyloxy)-1-[[(4-methoxyphenyl)-diphenylmethoxy]methyl]ethyl methyl pentyl ester in 100 ml of methyl alcohol and 50 ml of chloroform is brought to a boil, the heat removed and 5 g of Amberlite®-15 resin carefully added. The reaction is stirred at ambient temperature for 2 hours, filtered to remove the resin and the cake washed well with 2:1 methyl alcohol:chloroform. The solvent is removed to give 9.7 g of a thick syrup. The product is chromatographe... Product: C1(=CC=CC2=CC=CC=C12)OCCCCOC (4-(1-naphthyloxy)-1-methoxybutane). The solvent is CO (methanol). Procedure: A solution of 4-(1-naphthyloxy)-butyl chloride (3.0 g) and sodium methoxide (1.5 g) in methanol (25 ml) was refluxed for 8 hours, then poured into water and the solution extracted with ether. The extract was dried and evaporated and the residue chromatographed on silica gel, eluting with 2:1 hexane ether, to produce the title compound as an oil. Starting materials: C1(=CC=CC2=CC=CC=C12)OCCCCCl (4-(1-naphthyloxy)-butyl chloride), C[O-].[Na+] (sodium methoxide), O (water). Reaction SMILES: [C:1]1([O:11][CH2:12][CH2:13][CH2:14][CH2:15]Cl)[C:10]2[C:5](=[CH:6][CH:7]=[CH:8][CH:9]=2)[CH:4]=[CH:3][CH:2]=1.[CH3:17][O-:18].[Na+].O>CO>[C:1]1([O:11][CH2:12][CH2:13][CH2:14][CH2:15][O:18][CH3:17])[C:10]2[C:5](=[CH:6][CH:7]=[CH:8][CH:9]=2)[CH:4]=[CH:3][CH:2]=1 |f:1.2|. Reactants: OCC1=CC2=CC=CC=C2C2=C1OC1(C=N2)N(C2=CC=CC=C2C1(C)C)C (5'-hydroxymethyl-1,3,3-trimethylspiro[indoline-2,3'-[3H]-naphtho[2,1-b][1,4]oxazine]), CC(=O)OI1(C=2C=CC=CC2C(=O)O1)(OC(=O)C)OC(=O)C (Dess-Martin), C(C)OCC (ethyl ether). Run in ClCCl (dichloromethane), ClCCl (dichloromethane). Conditions: time 1 hour. Yields the product C(=O)C1=CC2=CC=CC=C2C2=C1OC1(C=N2)N(C2=CC=CC=C2C1(C)C)C (5'-Formyl-1,3,3-trimethylspiro[indoline-2,3'-[3H]-naphtho[2,1-b][1,4]oxazine]). Reaction SMILES: [OH:1][CH2:2][C:3]1[C:12]2[O:13][C:14]3([C:24]([CH3:26])([CH3:25])[C:23]4[C:18](=[CH:19][CH:20]=[CH:21][CH:22]=4)[N:17]3[CH3:27])[CH:15]=[N:16][C:11]=2[C:10]2[C:5](=[CH:6][CH:7]=[CH:8][CH:9]=2)[CH:4]=1.CC(OI1(OC(C)=O)(OC(C)=O)OC(=O)C2C=CC=CC1=2)=O.C(OCC)C>ClCCl>[CH:2]([C:3]1[C:12]2[O:13][C:14]3([C:24]([CH3:25])([CH3:26])[C:23]4[C:18](=[CH:19][CH:20]=[CH:21][CH:22]=4)[N:17]3[CH3:27])[CH:15]=[N:16][C:11]=2[C:10]2[C:5](=[CH:6][CH:7]=[CH:8][CH:9]=2)[CH:4]=1)=[O:1]. Procedure: A solution of 0.36 g (1 mmol) of 5'-hydroxymethyl-1,3,3-trimethylspiro[indoline-2,3'-[3H]-naphtho[2,1-b][1,4]oxazine] in 30 ml of dichloromethane is added to 0.42 g (1 mmol) of Dess-Martin reactant prepared according to the method published in J. Org. Chem., 1983, 48, 4155, in solution in 60 ml of anhydrous dichloromethane. The mixture is then stirred for 1 hour at ambient temperature. 100 ml of ethyl ether are then added. The solution is then filtered and then evaporated. The product is purifie... As a reaction SMILES: [NH2:1][CH:2]1[CH2:7][CH2:6][CH2:5][N:4]([C:8]2[C:17]([O:18][CH3:19])=[C:16]3[C:11]([C:12](=[O:26])[C:13]([C:23]([OH:25])=[O:24])=[CH:14][N:15]3[CH:20]3[CH2:22][CH2:21]3)=[CH:10][CH:9]=2)[CH2:3]1.[ClH:27]>C(O)C>[ClH:27].[ClH:27].[NH2:1][CH:2]1[CH2:7][CH2:6][CH2:5][N:4]([C:8]2[C:17]([O:18][CH3:19])=[C:16]3[C:11]([C:12](=[O:26])[C:13]([C:23]([OH:25])=[O:24])=[CH:14][N:15]3[CH:20]3[CH2:22][CH2:21]3)=[CH:10][CH:9]=2)[CH2:3]1 |f:3.4.5|. Solvent: C(C)O (ethanol). Reactants: NC1CN(CCC1)C1=CC=C2C(C(=CN(C2=C1OC)C1CC1)C(=O)O)=O (7-[3-aminopiperidinyl]-1-cyclopropyl-1,4-dihydro-8-methoxy-4-oxo-quinoline-3-carboxylic acid), Cl (hydrogen chloride). Procedure details: A quantity of 0.19 g of 7-[3-aminopiperidinyl]-1-cyclopropyl-1,4-dihydro-8-methoxy-4-oxo-quinoline-3-carboxylic acid is suspended in 1.0 mL of ethanol. The pH of the solution is adjusted to 2 with the addition of hydrogen chloride. The desired product is obtained by evaporation of the solvent. Product: Cl.Cl.NC1CN(CCC1)C1=CC=C2C(C(=CN(C2=C1OC)C1CC1)C(=O)O)=O (7-[3-Aminopiperidinyl]-1-cyclopropyl-1,4-dihydro-8-methoxy-4-oxo-quinoline-3-carboxylic Acid dihydrochloride Salt).